This data is from the Open Reaction Database (ORD), a public repository of structured organic reaction records. The task is: describe an organic reaction: reactants, conditions, products, and yield The reactants are NC=1C=C2C=NNC2=CC1 (5-amino-1H-indazole), solid, CS(=O)(=O)C1=C(C=CC=C1)S(=O)(=O)Cl (2-methylsulfonylbenzenesulfonyl chloride). Solvent: N1=CC=CC=C1 (pyridine). Product: CS(=O)(=O)C1=C(C=CC=C1)S(=O)(=O)NC=1C=C2C=NNC2=CC1 (2-methylsulfonyl-N-(1H-indazol-5-yl)benzenesulfonamide). Isolated yield 24.3%. RXN SMILES: [NH2:1][C:2]1[CH:3]=[C:4]2[C:8](=[CH:9][CH:10]=1)[NH:7][N:6]=[CH:5]2.[CH3:11][S:12]([C:15]1[CH:20]=[CH:19][CH:18]=[CH:17][C:16]=1[S:21](Cl)(=[O:23])=[O:22])(=[O:14])=[O:13]>N1C=CC=CC=1>[CH3:11][S:12]([C:15]1[CH:20]=[CH:19][CH:18]=[CH:17][C:16]=1[S:21]([NH:1][C:2]1[CH:3]=[C:4]2[C:8](=[CH:9][CH:10]=1)[NH:7][N:6]=[CH:5]2)(=[O:23])=[O:22])(=[O:14])=[O:13]. Procedure details: 2-Methylsulfonyl-N-(1H-indazol-5-yl)benzenesulfonamide can be obtained as described in Example 2 from 1 g of 5-amino-1H-indazole, 20 ml of pyridine and 1.91 g of 2-methylsulfonylbenzenesulfonyl chloride. 0.64 g of 2-methylsulfonyl-N-(1H-indazol-5-yl)benzenesulfonamide is thus obtained in the form of a white solid melting at 245° C. (analysis C14H13N3O4S2 % calculated C, 47.85; H, 3.73; N, 11.96; O, 18.21; S, 18.25. % found C, 47.42; H, 3.72; N, 11.64; S, 17.97). The reactants are ClC1=NC=CC(=N1)NC (2-chloro-4-methylaminopyrimidine), C1(=CC=CC=C1)C1CCNCC1 (4-phenylpiperidine). The solvent is C(CCC)O (n-butanol). Reaction conditions: temperature 130 celsius. Product: CNC1=NC(=NC=C1)N1CCC(CC1)C1=CC=CC=C1 (4-Methylamino-2-(4-Phenylpiperidino)Pyrimidine). Yield: 74.5%. RXN SMILES: Cl[C:2]1[N:7]=[C:6]([NH:8][CH3:9])[CH:5]=[CH:4][N:3]=1.[C:10]1([CH:16]2[CH2:21][CH2:20][NH:19][CH2:18][CH2:17]2)[CH:15]=[CH:14][CH:13]=[CH:12][CH:11]=1>C(O)CCC>[CH3:9][NH:8][C:6]1[CH:5]=[CH:4][N:3]=[C:2]([N:19]2[CH2:20][CH2:21][CH:16]([C:10]3[CH:15]=[CH:14][CH:13]=[CH:12][CH:11]=3)[CH2:17][CH2:18]2)[N:7]=1. Procedure: Two hundred milliliters of n-butanol was added to 3.0 g (0.02 mole) of 2-chloro-4-methylaminopyrimidine and 8.4 g (0.05 mole) of 4-phenylpiperidine, and the mixture was heated at 130° C. for 1 hour. The reaction mixture was concentrated under reduced pressure, and extracted with dichloromethane. The dichloromethane layer was dried over anhydrous sodium sulfate, and concentrated under reduced pressure. The residue was purified by silica gel column chromatography to give 4.0 g (yield 71%) of the d...